From a dataset of the Open Reaction Database (ORD), a public repository of structured organic reaction records. describe an organic reaction: reactants, conditions, products, and yield Yields the product ClC1=C(C=C(C(=C1)CCCO)C#N)NC1=NN2C(C(=N1)NC1CC1)=NC=C2C#N (2-((2-chloro-5-cyano-4-(3-hydroxypropyl)phenyl)amino)-4-(cyclopropylamino)imidazo[2,1-f][1,2,4]triazine-7-carbonitrile). Procedure details: 2-((2-chloro-5-cyano-4-(3-hydroxypropyl)phenyl)amino)-4-(cyclopropyl(4-methoxybenzyl)amino)imidazo[2,1-f][1,2,4]triazine-7-carbonitrile (30 mg, 0.057 mmol) was taken up in DCE (0.6 mL) and anisole (0.031 mL, 0.284 mmol) was added, followed by TFA (0.175 mli, 2.268 mmol). The reaction was stirred at room temperature overnight. LCMS indicates formation of the TFA ester. The solvent was removed in vacuo and the material dissolved in 2N NH3 in MeOH. The solution was stirred at room temperature for 3... Yield: 26.6%. Run at time 8 hour. The reactants are ClC1=C(C=C(C(=C1)CCCO)C#N)NC1=NN2C(C(=N1)N(CC1=CC=C(C=C1)OC)C1CC1)=NC=C2C#N (2-((2-chloro-5-cyano-4-(3-hydroxypropyl)phenyl)amino)-4-(cyclopropyl(4-methoxybenzyl)amino)imidazo[2,1-f][1,2,4]triazine-7-carbonitrile), TFA ester, C1(=CC=CC=C1)OC (anisole), C(=O)(C(F)(F)F)O (TFA). Reaction SMILES: [Cl:1][C:2]1[CH:7]=[C:6]([CH2:8][CH2:9][CH2:10][OH:11])[C:5]([C:12]#[N:13])=[CH:4][C:3]=1[NH:14][C:15]1[N:20]=[C:19]([N:21]([CH:31]2[CH2:33][CH2:32]2)CC2C=CC(OC)=CC=2)[C:18]2=[N:34][CH:35]=[C:36]([C:37]#[N:38])[N:17]2[N:16]=1.C1(OC)C=CC=CC=1.C(O)(C(F)(F)F)=O>ClCCCl>[Cl:1][C:2]1[CH:7]=[C:6]([CH2:8][CH2:9][CH2:10][OH:11])[C:5]([C:12]#[N:13])=[CH:4][C:3]=1[NH:14][C:15]1[N:20]=[C:19]([NH:21][CH:31]2[CH2:33][CH2:32]2)[C:18]2=[N:34][CH:35]=[C:36]([C:37]#[N:38])[N:17]2[N:16]=1. Run in ClCCCl (DCE). The reactants are ClCC1=NN=C2N1N=C(C=C2)NC2=CC(=CC=C2)Cl (3-(Chloromethyl)-N-(3-chlorophenyl)-[1,2,4]triazolo[4,3-b]pyridazin-6-amine), CN (methyl amine). Solvent: O (water). Reaction conditions: time 10 minute. Yields the product ClC=1C=C(C=CC1)NC=1C=CC=2N(N1)C(=NN2)CNC (N-(3-chlorophenyl)-3-((methylamino)methyl)-[1,2,4]triazolo[4,3-b]pyridazin-6-amine). The yield is 61.0%. RXN SMILES: Cl[CH2:2][C:3]1[N:7]2[N:8]=[C:9]([NH:12][C:13]3[CH:18]=[CH:17][CH:16]=[C:15]([Cl:19])[CH:14]=3)[CH:10]=[CH:11][C:6]2=[N:5][N:4]=1.[CH3:20][NH2:21]>O>[Cl:19][C:15]1[CH:14]=[C:13]([NH:12][C:9]2[CH:10]=[CH:11][C:6]3[N:7]([C:3]([CH2:2][NH:21][CH3:20])=[N:4][N:5]=3)[N:8]=2)[CH:18]=[CH:17][CH:16]=1. Reported procedure: (Step 3-ii) 3-(Chloromethyl)-N-(3-chlorophenyl)-[1,2,4]triazolo[4,3-b]pyridazin-6-amine (210 mg, 0.71 mmol) was suspended in 2 mL of 40% methyl amine in water and the suspension microirradiated at 100° C. for 10 min. The reaction mixture was allowed to cool to room temperature and a brown solid was filtered off and dried in vacuo to yield the product, N-(3-chlorophenyl)-3-((methylamino)methyl)-[1,2,4]triazolo[4,3-b]pyridazin-6-amine (126 mg, 0.43 mmol, 61% yield): MH+=289.02. The reactants are O=Cc1ccc(C(=O)O)cc1, Cc1ccc(S(=O)(=O)O)cc1, Cc1ccccc1, NS(=O)(=O)c1ccccc1. The product is O=C(O)c1ccc(C=NS(=O)(=O)c2ccccc2)cc1. Reaction SMILES: [C:1](=[O:2])([OH:3])[c:4]1[cH:5][cH:6][c:7]([CH:8]=[O:9])[cH:10][cH:11]1.[CH3:22][c:23]1[cH:24][cH:25][c:26]([S:27]([OH:28])(=[O:29])=[O:30])[cH:31][cH:32]1.[CH3:33][c:34]1[cH:35][cH:36][cH:37][cH:38][cH:39]1.[c:12]1([S:18](=[O:19])(=[O:20])[NH2:21])[cH:13][cH:14][cH:15][cH:16][cH:17]1>>[C:1](=[O:2])([OH:3])[c:4]1[cH:5][cH:6][c:7]([CH:8]=[N:21][S:18]([c:12]2[cH:13][cH:14][cH:15][cH:16][cH:17]2)(=[O:19])=[O:20])[cH:10][cH:11]1. Starting materials: [Cl-].C(C)[NH+](CC)CC (Triethylammonium chloride), S([O-])(O)(=O)=O.[K+] (Potassium bisulfate), C(OCC)(OCC)OCC (Triethyl orthoformate), CC(=CC=O)C (3-methyl-2-butenal), S([O-])(O)(=O)=O.[K+] (potassium bisulfate), C1(=CC=C(C=C1)S(=O)(=O)[O-])C.[NH+]1=CC=CC=C1 (pyridinium p-toluenesulfonate), S([O-])(O)(=O)=O.[NH4+] (ammonium bisulfate). The reagents and catalysts are S([O-])(O)(=O)=O.C(CCC)[N+](CCCC)(CCCC)CCCC (tetrabutylammonium bisulfate). The solvent is C(C)O (ethanol). Run at temperature 2 celsius, time 15 minute. Yields the product COC(C=C(C)C)OC (3-methyl-2-butenal dimethyl acetal). Yield: 85.0%. As a reaction SMILES: [Cl-].C([NH+](CC)CC)C.[C:9]1([CH3:19])[CH:14]=CC(S([O-])(=O)=O)=C[CH:10]=1.[NH+]1C=CC=CC=1.S(=O)(=O)(O)[O-].[NH4+].S(=O)(=O)(O)[O-].[K+].[CH:38]([O:45][CH2:46]C)([O:42][CH2:43]C)OCC.CC(C)=CC=O>S(=O)(=O)(O)[O-].C([N+](CCCC)(CCCC)CCCC)CCC.C(O)C>[CH3:46][O:45][CH:38]([O:42][CH3:43])[CH:10]=[C:9]([CH3:19])[CH3:14] |f:0.1,2.3,4.5,6.7,10.11|. Procedure details: Various acidic catalysts were tested in J. Org. Chem. 1995, 60, 1995, 3397-3400. Use of p-toluenesulfonic acid resulted in polymerization of the 3-methyl-2-butenal. Triethylammonium chloride, pyridinium p-toluenesulfonate, tetrabutylammonium bisulfate and ammonium bisulfate likewise gave unsatisfactory results. Potassium bisulfate proved to be more suitable. The reaction conditions are likewise described in the Patent Application EP 0629619. Triethyl orthoformate and 3-methyl-2-butenal are added... Starting materials: COc1c(C=Cc2ccc(NS(C)(=O)=O)cc2C(=O)O)cc(-n2ccc(=O)[nH]c2=O)cc1C(C)(C)C, O=S(Cl)Cl. Product: COc1c(C=Cc2ccc(NS(C)(=O)=O)cc2C(=O)Cl)cc(-n2ccc(=O)[nH]c2=O)cc1C(C)(C)C. As a reaction SMILES: [C:1]([CH3:2])([CH3:3])([CH3:4])[c:5]1[c:6]([O:35][CH3:36])[c:7]([CH:8]=[CH:9][c:10]2[c:11]([C:12](=[O:13])[OH:14])[cH:15][c:16]([NH:19][S:20](=[O:21])(=[O:22])[CH3:23])[cH:17][cH:18]2)[cH:24][c:25](-[n:27]2[c:28](=[O:34])[nH:29][c:30](=[O:33])[cH:31][cH:32]2)[cH:26]1.[S:37]([Cl:38])([Cl:39])=[O:40]>>[C:1]([CH3:2])([CH3:3])([CH3:4])[c:5]1[c:6]([O:35][CH3:36])[c:7]([CH:8]=[CH:9][c:10]2[c:11]([C:12](=[O:13])[Cl:39])[cH:15][c:16]([NH:19][S:20](=[O:21])(=[O:22])[CH3:23])[cH:17][cH:18]2)[cH:24][c:25](-[n:27]2[c:28](=[O:34])[nH:29][c:30](=[O:33])[cH:31][cH:32]2)[cH:26]1. Starting materials: COC=1C=C(C=O)C=CC1 (m-methoxybenzaldehyde), C(C)#N (acetonitrile), C1(=NNCCCCCC1)C1=CCCCCCCC1 (diazabicyclononene), [Br-].C(=O)(OC)C1=C(C[P+](C2=CC=CC=C2)(C2=CC=CC=C2)C2=CC=CC=C2)C=C(C=C1)C(=O)OC (2,5-bis(carbomethoxy)benzyltriphenylphosphonium bromide). The solvent is O (water). The product is COC=1C=C(/C=C/C=2C(=CC=C(C2)C(=O)O)C(=O)O)C=CC1 (trans 3'-methoxystilbene-2,5-dicarboxylic acid). Reaction SMILES: [Br-].[C:2]([C:6]1[CH:31]=[CH:30][C:29]([C:32]([O:34]C)=[O:33])=[CH:28][C:7]=1[CH2:8][P+](C1C=CC=CC=1)(C1C=CC=CC=1)C1C=CC=CC=1)([O:4]C)=[O:3].[CH3:36][O:37][C:38]1[CH:39]=[C:40]([CH:43]=[CH:44][CH:45]=1)[CH:41]=O.C(#N)C.C1(C2CCCCCCCC=2)CCCCCCNN=1>O>[CH3:36][O:37][C:38]1[CH:39]=[C:40]([CH:43]=[CH:44][CH:45]=1)/[CH:41]=[CH:8]/[C:7]1[C:6]([C:2]([OH:4])=[O:3])=[CH:31][CH:30]=[C:29]([C:32]([OH:34])=[O:33])[CH:28]=1 |f:0.1|. Procedure: 20 G. of 2,5-bis(carbomethoxy)benzyltriphenylphosphonium bromide and 7.65 g. of m-methoxybenzaldehyde were added to 100 ml of acetonitrile and 22 ml of diazabicyclononene was added. After 16 hours the mixture was added to water and extracted with ethyl acetate. The extract was washed, dried and evaporated. The residue was refluxed for 1 hour in 250 ml of methanol and 250 ml of water containing 10 g. of potassium hydroxide. The solution was cooled and extracted with chloroform. The aqueous layer ... Reactants: COc1cc2ncnc(C3CCNCC3)c2cc1OC, CN(C)c1ccc(N=C=O)cc1, CN(C)C=O. Yields the product COc1cc2ncnc(C3CCN(C(=O)Nc4ccc(N(C)C)cc4)CC3)c2cc1OC. As a reaction SMILES: [CH3:1][O:2][c:3]1[cH:4][c:5]2[c:6]([CH:15]3[CH2:16][CH2:17][NH:18][CH2:19][CH2:20]3)[n:7][cH:8][n:9][c:10]2[cH:11][c:12]1[O:13][CH3:14].[CH3:21][N:22]([c:23]1[cH:24][cH:25][c:26]([N:29]=[C:30]=[O:31])[cH:27][cH:28]1)[CH3:32].[O:33]=[CH:34][N:35]([CH3:36])[CH3:37]>>[CH3:1][O:2][c:3]1[cH:4][c:5]2[c:6]([CH:15]3[CH2:16][CH2:17][N:18]([C:30]([NH:29][c:26]4[cH:25][cH:24][c:23]([N:22]([CH3:21])[CH3:32])[cH:28][cH:27]4)=[O:31])[CH2:19][CH2:20]3)[n:7][cH:8][n:9][c:10]2[cH:11][c:12]1[O:13][CH3:14]. The reactants are N[C@@H](CS(=O)(O)=O)C(=O)O (L-cysteic acid), CO (methanol), S(=O)(Cl)Cl (thionyl chloride). Reaction conditions: time 8 hour. The product is Cl.COC([C@@H](N)CS(=O)(O)=O)=O (L-cysteic acid methyl ester hydrochloride). Isolated yield 75.0%. Reaction SMILES: [NH2:1][C@H:2]([C:8]([OH:10])=[O:9])[CH2:3][S:4](=[O:7])([OH:6])=[O:5].S(Cl)([Cl:13])=O.[CH3:15]O>>[ClH:13].[CH3:15][O:9][C:8](=[O:10])[C@H:2]([CH2:3][S:4](=[O:6])([OH:7])=[O:5])[NH2:1] |f:3.4|. Reported procedure: L-cysteic acid (300 mg, 1.77 mmol) was dissolved in methanol (12 mL), and thionyl chloride (2.5 mL, 34 mmol) was slowly added at 0° C. After stirring at room temperature overnight, the reaction mixture was concentrated under reduced pressure, and the obtained residue was suspended in diisopropyl ether. The suspension was filtered to give the title compound as white crystals (291 mg, 1.33 mmol, 75%). Starting materials: [OH-].[Li+] (Lithium hydroxide), BrC=1C=C(CSC2=NC3=C(N2CCCN(CCC2=NC=CC=C2)C)C=CC(=C3)C(=O)OC)C=CC1 (methyl 2-[(3-bromobenzyl)thio]-1-{3-[methyl(2-pyridin-2-ylethyl)amino]propyl}-1H-benzimidazole-5-carboxylate). The solvent is O1CCCC1 (tetrahydrofuran), O (water). The product is BrC=1C=C(CSC2=NC3=C(N2CCCN(CCC2=NC=CC=C2)C)C=CC(=C3)C(=O)O)C=CC1 (2-[(3-bromobenzyl)thio]-1-{3-[methyl(2-pyridin-2-ylethyl)amino]propyl}-1H-benzimidazole-5-carboxylic Acid), foam. Isolated yield 85.0%. As a reaction SMILES: [OH-].[Li+].[Br:3][C:4]1[CH:5]=[C:6]([CH:35]=[CH:36][CH:37]=1)[CH2:7][S:8][C:9]1[N:13]([CH2:14][CH2:15][CH2:16][N:17]([CH3:26])[CH2:18][CH2:19][C:20]2[CH:25]=[CH:24][CH:23]=[CH:22][N:21]=2)[C:12]2[CH:27]=[CH:28][C:29]([C:31]([O:33]C)=[O:32])=[CH:30][C:11]=2[N:10]=1>O1CCCC1.O>[Br:3][C:4]1[CH:5]=[C:6]([CH:35]=[CH:36][CH:37]=1)[CH2:7][S:8][C:9]1[N:13]([CH2:14][CH2:15][CH2:16][N:17]([CH3:26])[CH2:18][CH2:19][C:20]2[CH:25]=[CH:24][CH:23]=[CH:22][N:21]=2)[C:12]2[CH:27]=[CH:28][C:29]([C:31]([OH:33])=[O:32])=[CH:30][C:11]=2[N:10]=1 |f:0.1|. Reported procedure: Lithium hydroxide (0.315 g, 3 eq) is added to a solution of methyl 2-[(3-bromobenzyl)thio]-1-{3-[methyl(2-pyridin-2-ylethyl)amino]propyl}-1H-benzimidazole-5-carboxylate (1.03 g, 1 eq) in a mixture of tetrahydrofuran (10 ml) and water (5 ml). The mixture is heated under reflux for 18 hours then cooled down to ambient temperature and concentrated under reduced pressure at 40° C. Ethyl acetate and water are added to the residue. The mixture is acidified by adding acetic acid to pH 5. After decantin... The reactants are NC1=NN=C(O1)C(CCC1=CC=CC=C1)NC(OCC1=CC=CC=C1)=O (benzyl [1-(5-amino-[1,3,4]oxadiazol-2-yl)-3-phenylpropyl]carbamate). Reagents/catalysts: [Pd] (palladium on carbon). Run in CO (methanol). Run at time 3 hour. Yields the product NC(CCC1=CC=CC=C1)C1=NN=C(O1)N (5-(1-Amino-3-phenylpropyl)-[1,3,4]oxadiazol-2-ylamine). As a reaction SMILES: [NH2:1][C:2]1[O:6][C:5]([CH:7]([NH:16]C(=O)OCC2C=CC=CC=2)[CH2:8][CH2:9][C:10]2[CH:15]=[CH:14][CH:13]=[CH:12][CH:11]=2)=[N:4][N:3]=1>CO.[Pd]>[NH2:16][CH:7]([C:5]1[O:6][C:2]([NH2:1])=[N:3][N:4]=1)[CH2:8][CH2:9][C:10]1[CH:15]=[CH:14][CH:13]=[CH:12][CH:11]=1. Reported procedure: 0.33 g of benzyl [1-(5-amino-[1,3,4]oxadiazol-2-yl)-3-phenylpropyl]carbamate were dissolved in 50 ml of dry methanol at RT, treated under argon with hydrogenation catalyst (10% palladium on carbon), and hydrogenated at RT for 3 h. The reaction mixture was filtered off through Celite, the filtrate was concentrated under reduced pressure, and the residue was dried under high vacuum. 5-(1-Amino-3-phenylpropyl)-[1,3,4]oxadiazol-2-ylamine was obtained, which was employed in the next stage without fur...